Task: describe an organic reaction: reactants, conditions, products, and yield. Dataset: the Open Reaction Database (ORD), a public repository of structured organic reaction records Starting materials: ClC=1C2=C(SC1CC=O)C=CC=C2 (2-(3-chlorobenzo[b]thiophen-2-yl)acetaldehyde), ice, C(#C)[Mg]Br (ethynylmagnesium bromide). Run in C1CCOC1 (THF). Conditions: temperature 0 celsius, time 1 hour. Product: ClC=1C2=C(SC1CC(C#C)O)C=CC=C2 (1-(3-chlorobenzo[b]thiophen-2-yl)but-3-yn-2-ol). Yield: 35.8%. As a reaction SMILES: [Cl:1][C:2]1[C:3]2[CH:13]=[CH:12][CH:11]=[CH:10][C:4]=2[S:5][C:6]=1[CH2:7][CH:8]=[O:9].[C:14]([Mg]Br)#[CH:15]>C1COCC1>[Cl:1][C:2]1[C:3]2[CH:13]=[CH:12][CH:11]=[CH:10][C:4]=2[S:5][C:6]=1[CH2:7][CH:8]([OH:9])[C:14]#[CH:15]. Reported procedure: A solution of 2-(3-chlorobenzo[b]thiophen-2-yl)acetaldehyde (1.100 g, 5.60 mmol) in 10 mL THF was added dropwise (cannula) to an ice-cold solution of the ethynylmagnesium bromide (25 mL, 12.5 mmol, 0.5 M/THF). The reaction was stirred for 1 h at 0° C. and for 1 h at room temperature and then was quenched by addition of 100 mL saturated NH4Cl solution. The resulting mixture was extracted with ethyl acetate (3×) and the combined organic solution was dried (Na2SO4), filtered and evaporated. Purific... Reactants: C, CC(=O)O, COc1c2c(cc3c1OCO3)C(O)CN(C)C2, [Pd], O=S(=O)(O)O. Yields the product COc1c2c(cc3c1OCO3)CCN(C)C2. Reaction SMILES: [C:27].[CH3:23][C:24](=[O:25])[OH:26].[OH:1][CH:2]1[CH2:3][N:4]([CH3:17])[CH2:5][c:6]2[c:7]([O:15][CH3:16])[c:8]3[c:9]([cH:10][c:11]21)[O:12][CH2:13][O:14]3.[Pd:28].[S:18](=[O:19])(=[O:20])([OH:21])[OH:22]>>[CH2:2]1[CH2:3][N:4]([CH3:17])[CH2:5][c:6]2[c:7]([O:15][CH3:16])[c:8]3[c:9]([cH:10][c:11]21)[O:12][CH2:13][O:14]3.